Task: describe an organic reaction: reactants, conditions, products, and yield. Dataset: the Open Reaction Database (ORD), a public repository of structured organic reaction records The reactants are BrC1=CC2=C(C(=CO2)C(=O)OCC)C=C1 (ethyl 6-bromo-1-benzofuran-3-carboxylate), C1(C=2C(C(N1)=O)=CC=CC2)=O.[K] (potassium phthalimide). The reagents and catalysts are [Cu]I (CuI). Run in CC(=O)N(C)C (DMA). Run at temperature 150 celsius, time 8 hour. Product: O=C1N(C(C2=CC=CC=C12)=O)C1=CC2=C(C(=CO2)C(=O)OCC)C=C1 (ethyl 6-(1,3-dioxo-1,3-dihydro-2H-isoindol-2-yl)-1-benzofuran-3-carboxylate). As a reaction SMILES: Br[C:2]1[CH:15]=[CH:14][C:5]2[C:6]([C:9]([O:11][CH2:12][CH3:13])=[O:10])=[CH:7][O:8][C:4]=2[CH:3]=1.[C:16]1(=[O:26])[NH:20][C:19](=[O:21])[C:18]2=[CH:22][CH:23]=[CH:24][CH:25]=[C:17]12.[K]>CC(N(C)C)=O.[Cu]I>[O:21]=[C:19]1[C:18]2[C:17](=[CH:25][CH:24]=[CH:23][CH:22]=2)[C:16](=[O:26])[N:20]1[C:2]1[CH:15]=[CH:14][C:5]2[C:6]([C:9]([O:11][CH2:12][CH3:13])=[O:10])=[CH:7][O:8][C:4]=2[CH:3]=1 |f:1.2,^1:26|. Procedure: A solution of ethyl 6-bromo-1-benzofuran-3-carboxylate (14.90 g, 55.4 mmol) in 200 mL of DMA was added potassium phthalimide (10.3 g, 55.4 mmol) and CuI (10.6 g, 55.4 mmol) and the mixture was stirred at 150° C. under nitrogen atmosphere overnight. The reaction mixture was concentrated under vacuum, and the residue was dissolved in DCM, filtered through Celite®. The filtration was concentrated and purified with silica gel column chromatograph to give ethyl 6-(1,3-dioxo-1,3-dihydro-2H-isoindol-2-... The reactants are N#Cc1sc(Br)c(Br)c1OCC(=O)O, O=C([O-])[O-], CCO, Cl, [K+], [K+], NO, O. The product is N=C(NO)c1sc(Br)c(Br)c1OCC(=O)O. Reaction SMILES: [Br:4][c:5]1[c:6]([O:13][CH2:14][C:15](=[O:16])[OH:17])[c:7]([C:11]#[N:12])[s:8][c:9]1[Br:10].[C:18](=[O:19])([O-:20])[O-:21].[CH2:25]([OH:26])[CH3:27].[ClH:1].[K+:22].[K+:23].[NH2:2][OH:3].[OH2:24]>>[NH:2]([OH:3])[C:11]([c:7]1[c:6]([O:13][CH2:14][C:15](=[O:16])[OH:17])[c:5]([Br:4])[c:9]([Br:10])[s:8]1)=[NH:12]. Procedure details: To a solution of 660 mg of 5-[(E)-4,7-bis(t-butyldimethylsilyloxy)-2-heptenylidene]-2-methylthio-4-(4-phenoxybutyl)-4-trimethylsilyloxy-2-cyclopentenone obtained in Example 75 dissolved in 50 ml of acetonitrile was added 4 ml of pyridine, under ice-cooling and stirring. A hydrogen-pyridine solution (2 ml) was added, and the mixture was stirred at 0° C. for 24 hours. The reaction mixture was poured onto saturated aqueous sodium hydrogencarbonate, and the mixture was extracted 3 times with ethyl a... Yield: 83.3%. Reaction SMILES: [Si]([O:8][CH:9]([CH2:37][CH2:38][CH2:39][O:40][Si](C(C)(C)C)(C)C)/[CH:10]=[CH:11]/[CH:12]=[C:13]1[C:17](=[O:18])[C:16]([S:19][CH3:20])=[CH:15][C:14]1([CH2:26][CH2:27][CH2:28][CH2:29][O:30][C:31]1[CH:36]=[CH:35][CH:34]=[CH:33][CH:32]=1)[O:21][Si](C)(C)C)(C(C)(C)C)(C)C.N1C=CC=CC=1.C(=O)([O-])O.[Na+]>C(#N)C>[OH:8][CH:9]([CH2:37][CH2:38][CH2:39][OH:40])/[CH:10]=[CH:11]/[CH:12]=[C:13]1[C:17](=[O:18])[C:16]([S:19][CH3:20])=[CH:15][C:14]1([OH:21])[CH2:26][CH2:27][CH2:28][CH2:29][O:30][C:31]1[CH:36]=[CH:35][CH:34]=[CH:33][CH:32]=1 |f:2.3|. Solvent: C(C)#N (acetonitrile). The reactants are C(O)([O-])=O.[Na+] (sodium hydrogencarbonate), [Si](C)(C)(C(C)(C)C)OC(/C=C/C=C1C(C=C(C1=O)SC)(O[Si](C)(C)C)CCCCOC1=CC=CC=C1)CCCO[Si](C)(C)C(C)(C)C (5-[(E)-4,7-bis(t-butyldimethylsilyloxy)-2-heptenylidene]-2-methylthio-4-(4-phenoxybutyl)-4-trimethylsilyloxy-2-cyclopentenone), hydrogen-pyridine, N1=CC=CC=C1 (pyridine). The product is OC(/C=C/C=C1C(C=C(C1=O)SC)(CCCCOC1=CC=CC=C1)O)CCCO (5-[(E)-4,7-dihydroxy-2-heptenylidene]-4-hydroxy-2-methylthio-4-(4-phenoxybutyl)-2-cyclopentenone). Starting materials: Cl.C1(CCCCCCCCC1)N1CCC2(C(NCN2C2=CC=CC=C2)=O)CC1 (8-cyclodecyl-1-phenyl-1,3,8-triaza-spiro[4,5]decan-4-one hydrochloride), ClC1=NC(=NC(=N1)OC)OC (2-chloro-4,6-dimethoxy-[1,3,5]triazine). The product is Cl.C1(CCCCCCCCC1)N1CCC2(C(N(CN2C2=CC=CC=C2)C2=NC(=NC(=N2)OC)OC)=O)CC1 (8-Cyclodecyl-3-(4,6-dimethoxy-[1,3,5]triazin-2-yl)-1-phenyl-1,3,8-triaza-spiro[4,5]decan-4-one hydrochloride). Reaction SMILES: Cl.[CH:2]1([N:12]2[CH2:28][CH2:27][C:15]3([N:19]([C:20]4[CH:25]=[CH:24][CH:23]=[CH:22][CH:21]=4)[CH2:18][NH:17][C:16]3=[O:26])[CH2:14][CH2:13]2)[CH2:11][CH2:10][CH2:9][CH2:8][CH2:7][CH2:6][CH2:5][CH2:4][CH2:3]1.[Cl:29][C:30]1[N:35]=[C:34]([O:36][CH3:37])[N:33]=[C:32]([O:38][CH3:39])[N:31]=1>>[ClH:29].[CH:2]1([N:12]2[CH2:28][CH2:27][C:15]3([N:19]([C:20]4[CH:21]=[CH:22][CH:23]=[CH:24][CH:25]=4)[CH2:18][N:17]([C:30]4[N:35]=[C:34]([O:36][CH3:37])[N:33]=[C:32]([O:38][CH3:39])[N:31]=4)[C:16]3=[O:26])[CH2:14][CH2:13]2)[CH2:11][CH2:10][CH2:9][CH2:8][CH2:7][CH2:6][CH2:5][CH2:4][CH2:3]1 |f:0.1,3.4|. Procedure details: The title compound, white solid, m. p. 216° C. and MS: m/e=509.5 (M+H+) was prepared in accordance with the general method of example 24 from 8-cyclodecyl-1-phenyl-1,3,8-triaza-spiro[4,5]decan-4-one hydrochloride and 2-chloro-4,6-dimethoxy-[1,3,5]triazine. The solvent is O.O1CCOCC1 (H2O dioxane). Reported procedure: The 4-eq.-bromoadamantylidene adamantane has bee found to have particularly advantageous and unexpected properties. Thus, unlike the corresponding 4-eq.-chloroadamantylidene adamantane, this compound permits carrying out substitution reactions by means of solvolysis without requiring an adjuvant such as an Ag+ salt. It has moreover been found that certain substituents can be introduced in one step where this had not been possible before. The 4-eq.-bromoadamantylidene adamantane reacts with prima... As a reaction SMILES: [Na+].[I-].CC(C)=[O:5].Br[C:8]12[CH2:17][CH:12]3[CH2:13][CH:14]([CH2:16][CH:10]([CH2:11]3)[C:9]1=[C:18]1[CH:25]3[CH2:26][CH:21]4[CH2:22][CH:23]([CH2:27][CH:19]1[CH2:20]4)[CH2:24]3)[CH2:15]2>O.O1CCOCC1>[OH:5][C:8]12[CH2:17][CH:12]3[CH2:13][CH:14]([CH2:16][CH:10]([CH2:11]3)[C:9]1=[C:18]1[CH:25]3[CH2:26][CH:21]4[CH2:22][CH:23]([CH2:27][CH:19]1[CH2:20]4)[CH2:24]3)[CH2:15]2 |f:0.1.2,4.5|. The reactants are halogen, [Na+].[I-].CC(=O)C (NaI acetone), BrC12C(C3CC(CC(C1)C3)C2)=C2C3CC1CC(CC2C1)C3 (bromoadamantylidene adamantane). Product: OC12C(C3CC(CC(C1)C3)C2)=C2C3CC1CC(CC2C1)C3 (hydroxyadamantylidene adamantane). Reactants: CCOC(=O)Cc1ccc(-c2nc(COc3ccc(COc4nn(-c5ccccc5)cc4C=Cc4cncn4CC)cc3OC)c(C)o2)cc1, CCO, Cl, [Na+], C1CCOC1, [OH-]. The product is CCn1cncc1C=Cc1cn(-c2ccccc2)nc1OCc1ccc(OCc2nc(-c3ccc(CC(=O)O)cc3)oc2C)c(OC)c1. As a reaction SMILES: [CH2:1]([CH3:2])[n:3]1[cH:4][n:5][cH:6][c:7]1[CH:8]=[CH:9][c:10]1[c:11]([O:21][CH2:22][c:23]2[cH:24][c:25]([O:49][CH3:50])[c:26]([O:27][CH2:28][c:29]3[n:30][c:31](-[c:35]4[cH:36][cH:37][c:38]([CH2:41][C:42](=[O:43])[O:44][CH2:45][CH3:46])[cH:39][cH:40]4)[o:32][c:33]3[CH3:34])[cH:47][cH:48]2)[n:12][n:13](-[c:15]2[cH:16][cH:17][cH:18][cH:19][cH:20]2)[cH:14]1.[CH3:59][CH2:60][OH:61].[ClH:58].[Na+:52].[O:53]1[CH2:54][CH2:55][CH2:56][CH2:57]1.[OH-:51]>>[CH2:1]([CH3:2])[n:3]1[cH:4][n:5][cH:6][c:7]1[CH:8]=[CH:9][c:10]1[c:11]([O:21][CH2:22][c:23]2[cH:24][c:25]([O:49][CH3:50])[c:26]([O:27][CH2:28][c:29]3[n:30][c:31](-[c:35]4[cH:36][cH:37][c:38]([CH2:41][C:42](=[O:43])[OH:44])[cH:39][cH:40]4)[o:32][c:33]3[CH3:34])[cH:47][cH:48]2)[n:12][n:13](-[c:15]2[cH:16][cH:17][cH:18][cH:19][cH:20]2)[cH:14]1.